Dataset: the Open Reaction Database (ORD), a public repository of structured organic reaction records. Task: describe an organic reaction: reactants, conditions, products, and yield Reaction SMILES: Cl.[NH2:2][C@H:3]([C:6]([OH:8])=[O:7])[CH2:4][SH:5].[C:9](Cl)(=[O:16])[C:10]1[CH:15]=[CH:14][CH:13]=[CH:12][CH:11]=1.[OH-:18].[K+].Cl>O>[C:9]([NH:2][C@H:3]([C:6]([OH:8])=[O:7])[CH2:4][S:5][C:9](=[O:18])[C:10]1[CH:15]=[CH:14][CH:13]=[CH:12][CH:11]=1)(=[O:16])[C:10]1[CH:15]=[CH:14][CH:13]=[CH:12][CH:11]=1 |f:0.1,3.4|. Reported procedure: 63.0 g (0.4 mole) of cysteine hydrochloride were suspended in 400 ml of water, and 112.5 g (0.8 mole) of benzoyl chloride were added. A solution of 89.8 g (1.6 moles) of potassium hydroxide in 1 liter of water was added dropwise to the stirred mixture, while cooling at 0°-5° C. Stirring was continued for a further hour at room temperature, after which the mixture was rendered strongly acidic with aqueous 2N HCl, the precipitate was filtered off under suction and washed neutral with water, and th... Yields the product C(C1=CC=CC=C1)(=O)N[C@@H](CSC(C1=CC=CC=C1)=O)C(=O)O (N,S-dibenzoylcysteine). Yield: 80.7%. Reactants: Cl.N[C@@H](CS)C(=O)O (cysteine hydrochloride), [OH-].[K+] (potassium hydroxide), Cl (HCl), C(C1=CC=CC=C1)(=O)Cl (benzoyl chloride). Run in O (water), O (water). The reactants are C1CCOC1, CCOC(C)=O, CSc1nc(-c2ccc(F)cc2C)c2c(n1)N(c1c(F)cccc1F)C(=O)NC2, O. Yields the product Cc1cc(F)ccc1-c1nc(S(C)=O)nc2c1CNC(=O)N2c1c(F)cccc1F. Reaction SMILES: [CH2:30]1[CH2:33][CH2:32][CH2:31][O:34]1.[CH3:36][CH2:37][O:38][C:39]([CH3:40])=[O:41].[F:1][c:2]1[c:3]([N:9]2[C:10](=[O:29])[NH:11][CH2:12][c:13]3[c:14]2[n:15][c:16]([S:27][CH3:28])[n:17][c:18]3-[c:19]2[c:20]([CH3:26])[cH:21][c:22]([F:25])[cH:23][cH:24]2)[c:4]([F:8])[cH:5][cH:6][cH:7]1.[OH2:35]>>[F:1][c:2]1[c:3]([N:9]2[C:10](=[O:29])[NH:11][CH2:12][c:13]3[c:14]2[n:15][c:16]([S:27]([CH3:28])=[O:34])[n:17][c:18]3-[c:19]2[c:20]([CH3:26])[cH:21][c:22]([F:25])[cH:23][cH:24]2)[c:4]([F:8])[cH:5][cH:6][cH:7]1. Starting materials: CC(C(C(C)=O)=NO)=O (2,3,4-pentanetrione 3-oxime), N1=CC=C(C=C1)CN (4-pyridylmethylamine). Solvent: CN(C=O)C (N,N-dimethylformamide). Run at temperature -10 celsius, time 4 hour. Yields the product CC1=C(N=C(N1)C1=CC=NC=C1)C(C)=O (1-[5-Methyl-2-(4-pyridinyl)-1H-imidazol-4-yl]ethanone). Yield: 39.8%. RXN SMILES: [CH3:1][C:2](=[O:9])[C:3](=[N:7]O)[C:4](=O)[CH3:5].[N:10]1[CH:15]=[CH:14][C:13]([CH2:16][NH2:17])=[CH:12][CH:11]=1>CN(C)C=O>[CH3:5][C:4]1[NH:17][C:16]([C:13]2[CH:14]=[CH:15][N:10]=[CH:11][CH:12]=2)=[N:7][C:3]=1[C:2](=[O:9])[CH3:1]. Procedure details: A mixture of 6.5 g (0.05 mole) of 2,3,4-pentanetrione 3-oxime and 6.0 g (0.055mole) of 4-pyridylmethylamine in 75 ml of N,N-dimethylformamide was stirred at the reflux temperature for 4 hours. The solvent was removed in vacuo and 100 ml of acetonitrile was added to the residual oil. The mixture was boiled then was cooled at -10° C. to yield precipitate. The precipitate was collected, washed with 50 ml of cold acetonitrile and air dried. The material was recrystallized from 150 ml of boiling acet... Reactants: C(C)OC(C(=O)O)C1=CC(=C(C=C1)OC)O ((RS)-Ethoxy-(3-hydroxy-4-methoxy-phenyl)-acetic acid), NCC1=CC=C(C#N)C=C1 (4-aminomethyl benzonitrile). Yields the product C(#N)C1=CC=C(CNC(C(C2=CC(=C(C=C2)OC)O)OCC)=O)C=C1 ((RS)-N-(4-cyano-benzyl)-2-ethoxy-2-(3-hydroxy-4-methoxy-phenyl)-acetamide). RXN SMILES: [CH2:1]([O:3][CH:4]([C:8]1[CH:13]=[CH:12][C:11]([O:14][CH3:15])=[C:10]([OH:16])[CH:9]=1)[C:5]([OH:7])=O)[CH3:2].[NH2:17][CH2:18][C:19]1[CH:26]=[CH:25][C:22]([C:23]#[N:24])=[CH:21][CH:20]=1>>[C:18]([C:19]1[CH:26]=[CH:25][C:22]([CH2:23][NH:24][C:5](=[O:7])[CH:4]([O:3][CH2:1][CH3:2])[C:8]2[CH:13]=[CH:12][C:11]([O:14][CH3:15])=[C:10]([OH:16])[CH:9]=2)=[CH:21][CH:20]=1)#[N:17]. Procedure details: (RS)-Ethoxy-(3-hydroxy-4-methoxy-phenyl)-acetic acid was coupled with 4-aminomethyl benzonitrile according to general procedure C to give (RS)-N-(4-cyano-benzyl)-2-ethoxy-2-(3-hydroxy-4-methoxy-phenyl)-acetamide. Light yellow gum. Starting materials: CO, Cc1cccc(C(F)(F)CN=[N+]=[N-])n1. Yields the product Cc1cccc(C(F)(F)CN)n1. As a reaction SMILES: [CH3:15][OH:16].[N:1](=[N+:2]=[N-:3])[CH2:4][C:5]([F:6])([F:7])[c:8]1[n:9][c:10]([CH3:14])[cH:11][cH:12][cH:13]1>>[NH2:1][CH2:4][C:5]([F:6])([F:7])[c:8]1[n:9][c:10]([CH3:14])[cH:11][cH:12][cH:13]1.